From a dataset of the Open Reaction Database (ORD), a public repository of structured organic reaction records. describe an organic reaction: reactants, conditions, products, and yield Starting materials: CCOCC, O=C(CCl)N1CCC(Cc2ccc(F)cc2)CC1, Nc1ccc2[nH]c(=O)[nH]c2c1. The product is O=C(CNc1ccc2[nH]c(=O)[nH]c2c1)N1CCC(Cc2ccc(F)cc2)CC1. RXN SMILES: [CH2:30]([O:31][CH2:32][CH3:33])[CH3:34].[Cl:1][CH2:2][C:3](=[O:4])[N:5]1[CH2:6][CH2:7][CH:8]([CH2:11][c:12]2[cH:13][cH:14][c:15]([F:18])[cH:16][cH:17]2)[CH2:9][CH2:10]1.[NH2:19][c:20]1[cH:21][c:22]2[c:23]([nH:24][c:25](=[O:27])[nH:26]2)[cH:28][cH:29]1>>[CH2:2]([C:3](=[O:4])[N:5]1[CH2:6][CH2:7][CH:8]([CH2:11][c:12]2[cH:13][cH:14][c:15]([F:18])[cH:16][cH:17]2)[CH2:9][CH2:10]1)[NH:19][c:20]1[cH:21][c:22]2[c:23]([nH:24][c:25](=[O:27])[nH:26]2)[cH:28][cH:29]1. Starting materials: C1(=CC=CC=C1)P(C1=CC=CC=C1)C1=CC=CC=C1 (triphenylphosphine), C(C1=CC=CC=C1)OC(NCCCCC1=CC=C(C=C1)O)=O ([4-(4-hydroxyphenyl)butyl]carbamic acid benzyl ester), COC([C@@H](NC(C1=CC=CC=C1)(C1=CC=CC=C1)C1=CC=CC=C1)CO)=O (N-trityl-L-serine methyl ester), N(=NC(=O)OC(C)C)C(=O)OC(C)C (Diisopropyl azodicarboxylate). Run in C1=CC=CC=C1 (benzene). Run at time 14 day. Product: COC(C(COC1=CC=C(C=C1)CCCCNC(=O)OCC1=CC=CC=C1)NC(C1=CC=CC=C1)(C1=CC=CC=C1)C1=CC=CC=C1)=O (3-[4-(4-Benzyloxycarbonylaminobutyl)phenoxy]-2-(tritylamino)propionic acid methyl ester). Isolated yield 64.7%. Reaction SMILES: [CH3:1][O:2][C:3](=[O:27])[C@H:4]([CH2:25][OH:26])[NH:5][C:6]([C:19]1[CH:24]=[CH:23][CH:22]=[CH:21][CH:20]=1)([C:13]1[CH:18]=[CH:17][CH:16]=[CH:15][CH:14]=1)[C:7]1[CH:12]=[CH:11][CH:10]=[CH:9][CH:8]=1.C1(P(C2C=CC=CC=2)C2C=CC=CC=2)C=CC=CC=1.[CH2:47]([O:54][C:55](=[O:68])[NH:56][CH2:57][CH2:58][CH2:59][CH2:60][C:61]1[CH:66]=[CH:65][C:64](O)=[CH:63][CH:62]=1)[C:48]1[CH:53]=[CH:52][CH:51]=[CH:50][CH:49]=1.N(C(OC(C)C)=O)=NC(OC(C)C)=O>C1C=CC=CC=1>[CH3:1][O:2][C:3](=[O:27])[CH:4]([NH:5][C:6]([C:7]1[CH:12]=[CH:11][CH:10]=[CH:9][CH:8]=1)([C:13]1[CH:14]=[CH:15][CH:16]=[CH:17][CH:18]=1)[C:19]1[CH:24]=[CH:23][CH:22]=[CH:21][CH:20]=1)[CH2:25][O:26][C:64]1[CH:63]=[CH:62][C:61]([CH2:60][CH2:59][CH2:58][CH2:57][NH:56][C:55]([O:54][CH2:47][C:48]2[CH:53]=[CH:52][CH:51]=[CH:50][CH:49]=2)=[O:68])=[CH:66][CH:65]=1. Procedure details: Commercially available N-trityl-L-serine methyl ester (1.60 g, 5.34 mmol) was combined with triphenylphosphine (1.28 g, 4.88 mmol) and [4-(4-hydroxyphenyl)butyl]carbamic acid benzyl ester (2.0 g, 6.68 mmol) in benzene (40 mL) at room temperature. Diisopropyl azodicarboxylate (0.958 mL, 4.86 mmol) was added dropwise and the reaction was stirred for 14 days. The solvent was removed under reduced pressure and the residue was purified by column chromatography (silica gel, eluent: 6:1, v/v dichlorome... Starting materials: C(C1=CC=CC=C1)OC1=C2C[C@@H](C(N[C@H](C(N([C@@H](CC3=C(C=CC(C(C=C1)=C2)=C3)F)C(=O)OC)C)=O)CCCNC(=O)OCC3=CC=CC=C3)=O)NC(=O)OCC3=CC=CC=C3 (methyl (8S,11S,14S)-17-(benzyloxy)-14-{[(benzyloxy)carbonyl]amino}-11-(3-{[(benzyloxy)carbonyl]amino}propyl)-5-fluoro-9-methyl-10,13-dioxo-9,12-di-azatricyclo[14.3.1.12,6]henicosa-1(20),2(21),3,5,16,18-hexaene-8-carboxylate). Reagents/catalysts: [Pd] (palladium on activated carbon). Run in C(C)O (ethanol). The product is N[C@@H]1C(N[C@H](C(N([C@@H](CC2=C(C=CC(C=3C=CC(=C(C1)C3)O)=C2)F)C(=O)OC)C)=O)CCCN)=O (Methyl (8S,11S,14S)-14-amino-11-(3-aminopropyl)-5-fluoro-17-hydroxy-9-methyl-10,13-dioxo-9,12-diazatricyclo[14.3.1.12,6]henicosa-1(20),2(21),3,5,16,18-hexaene-8-carboxylate). RXN SMILES: C([O:8][C:9]1[CH:27]=[CH:26][C:25]2=[CH:28][C:10]=1[CH2:11][C@H:12]([NH:52]C(OCC1C=CC=CC=1)=O)[C:13](=[O:51])[NH:14][C@@H:15]([CH2:37][CH2:38][CH2:39][NH:40]C(OCC1C=CC=CC=1)=O)[C:16](=[O:36])[N:17]([CH3:35])[C@H:18]([C:31]([O:33][CH3:34])=[O:32])[CH2:19][C:20]1[CH:29]=[C:24]2[CH:23]=[CH:22][C:21]=1[F:30])C1C=CC=CC=1>C(O)C.[Pd]>[NH2:52][C@H:12]1[CH2:11][C:10]2[CH:28]=[C:25]([CH:26]=[CH:27][C:9]=2[OH:8])[C:24]2=[CH:29][C:20](=[C:21]([F:30])[CH:22]=[CH:23]2)[CH2:19][C@@H:18]([C:31]([O:33][CH3:34])=[O:32])[N:17]([CH3:35])[C:16](=[O:36])[C@H:15]([CH2:37][CH2:38][CH2:39][NH2:40])[NH:14][C:13]1=[O:51]. Procedure details: A solution of 50 mg (0.059 mmol) of methyl (8S,11S,14S)-17-(benzyloxy)-14-{[(benzyloxy)carbonyl]amino}-11-(3-{[(benzyloxy)carbonyl]amino}propyl)-5-fluoro-9-methyl-10,13-dioxo-9,12-di-azatricyclo[14.3.1.12,6]henicosa-1(20),2(21),3,5,16,18-hexaene-8-carboxylate (Example 23O) in ethanol is hydrogenated after the addition of 5 mg of palladium on activated carbon (10%) under atmospheric pressure at RT for 12 h. The mixture is filtered through kieselguhr, and the residue is washed with ethanol. The fi... Product: [Li+], O=C([O-])c1c(Oc2ccccc2)cccc1Oc1ccccc1. Reaction SMILES: [CH3:80][CH2:81][O:82][CH2:83][CH3:84].[Li:44][CH3:45].[Li:46][CH2:47][CH2:48][CH2:49][CH3:50].[O:1]([c:2]1[cH:3][cH:4][cH:5][cH:6][cH:7]1)[c:8]1[c:9]([C:10](=[O:11])[OH:12])[c:13]([O:17][c:18]2[cH:19][cH:20][cH:21][cH:22][cH:23]2)[cH:14][cH:15][cH:16]1.[O:24]([c:25]1[cH:26][c:27]([O:28][c:29]2[cH:30][cH:31][cH:32][cH:33][cH:34]2)[cH:35][cH:36][cH:37]1)[c:38]1[cH:39][cH:40][cH:41][cH:42][cH:43]1.[O:51]([c:52]1[cH:53][cH:54][cH:55][c:56]([O:57][c:58]2[cH:59][cH:60][cH:61][cH:62][cH:63]2)[c:64]1[Li:65])[c:66]1[cH:67][cH:68][cH:69][cH:70][cH:71]1.[O:72]=[C:73]=[O:74].[O:75]1[CH2:76][CH2:77][CH2:78][CH2:79]1>>[Li+:46].[O:1]([c:2]1[cH:3][cH:4][cH:5][cH:6][cH:7]1)[c:8]1[c:9]([C:10](=[O:11])[O-:12])[c:13]([O:17][c:18]2[cH:19][cH:20][cH:21][cH:22][cH:23]2)[cH:14][cH:15][cH:16]1. Starting materials: CCOCC, [Li]C, [Li]CCCC, O=C(O)c1c(Oc2ccccc2)cccc1Oc1ccccc1, c1ccc(Oc2cccc(Oc3ccccc3)c2)cc1, [Li]c1c(Oc2ccccc2)cccc1Oc1ccccc1, O=C=O, C1CCOC1. Reactants: hydrochloride salt, ClC=1C=C(C=CC1F)C1=CC(=CC=2CC(OC21)COS(=O)(=O)C2=CC=C(C=C2)C)OC ((±)-{[7-(3-chloro-4-fluorophenyl)-5-methoxy-2,3-dihydro-1-benzofuran-2-yl]methyl}4-methylbenzenesulfonate), CN (methylamine). Yields the product ClC=1C=C(C=CC1F)C1=CC(=CC=2CC(OC21)CNC)OC ((±)-{[7-(3-chloro-4-fluorophenyl)-5-methoxy-2,3-dihydro-1-benzofuran-2-yl]methyl}methylamine). Reaction SMILES: [Cl:1][C:2]1[CH:3]=[C:4]([C:9]2[C:17]3[O:16][CH:15]([CH2:18]OS(C4C=CC(C)=CC=4)(=O)=O)[CH2:14][C:13]=3[CH:12]=[C:11]([O:30][CH3:31])[CH:10]=2)[CH:5]=[CH:6][C:7]=1[F:8].[CH3:32][NH2:33]>>[Cl:1][C:2]1[CH:3]=[C:4]([C:9]2[C:17]3[O:16][CH:15]([CH2:18][NH:33][CH3:32])[CH2:14][C:13]=3[CH:12]=[C:11]([O:30][CH3:31])[CH:10]=2)[CH:5]=[CH:6][C:7]=1[F:8]. Procedure: The title compound was prepared (0.052 g, 46%) following the general procedure of Example 390 as a white solid, hydrochloride salt from (±)-{[7-(3-chloro-4-fluorophenyl)-5-methoxy-2,3-dihydro-1-benzofuran-2-yl]methyl}4-methylbenzenesulfonate (0.14 g, 0.31 mmol) and methylamine (0.097 g, 3.1 mmol). mp 197-199° C. Starting materials: C(C1=CC=CC=C1)N(CCN1C=NC(=C1)C1=NC=CC(=C1)C(=O)OC)C (methyl 2-(1-{2-[benzyl(methyl)amino]ethyl}-1H-imidazol-4-yl)pyridine-4-carboxylate), [OH-].[Na+] (NaOH). Run in CO (MeOH). Product: C(C1=CC=CC=C1)N(CCN1C=NC(=C1)C1=NC=CC(=C1)C(=O)O)C (2-(1-{2-[benzyl(methyl)amino]ethyl}-1H-imidazol-4-yl)pyridine-4-carboxylic acid). Yield: 32.0%. As a reaction SMILES: [CH2:1]([N:8]([CH3:26])[CH2:9][CH2:10][N:11]1[CH:15]=[C:14]([C:16]2[CH:21]=[C:20]([C:22]([O:24]C)=[O:23])[CH:19]=[CH:18][N:17]=2)[N:13]=[CH:12]1)[C:2]1[CH:7]=[CH:6][CH:5]=[CH:4][CH:3]=1.[OH-].[Na+]>CO>[CH2:1]([N:8]([CH3:26])[CH2:9][CH2:10][N:11]1[CH:15]=[C:14]([C:16]2[CH:21]=[C:20]([C:22]([OH:24])=[O:23])[CH:19]=[CH:18][N:17]=2)[N:13]=[CH:12]1)[C:2]1[CH:3]=[CH:4][CH:5]=[CH:6][CH:7]=1 |f:1.2|. Reported procedure: To a solution of methyl 2-(1-{2-[benzyl(methyl)amino]ethyl}-1H-imidazol-4-yl)pyridine-4-carboxylate (100 mg, 0.26 mmol) in MeOH (5 mL) was added 10 N NaOH solution (1 g). The mixture was stirred and refluxed for 1 hr and then cooled to r.t. The pH was carefully adjusted to 6.5 and the resulting mixture was concentrated to a residue. The residue was diluted with MeOH (10 mL) and filtered. The solids were washed with additional MeOH (10 mL). The filtrate was concentrated to an oily residue and chr... The reactants are CS(=O)(=O)c1ccc(Oc2ccc([N+](=O)[O-])cc2)cc1, Nc1ccccc1. The product is CS(=O)(=O)c1ccc(Oc2ccc(N)cc2)cc1. Reaction SMILES: [CH3:1][S:2](=[O:3])(=[O:4])[c:5]1[cH:6][cH:7][c:8]([O:9][c:10]2[cH:11][cH:12][c:13]([N+:16]([O-:17])=[O:18])[cH:14][cH:15]2)[cH:19][cH:20]1.[NH2:21][c:22]1[cH:23][cH:24][cH:25][cH:26][cH:27]1>>[CH3:1][S:2](=[O:3])(=[O:4])[c:5]1[cH:6][cH:7][c:8]([O:9][c:10]2[cH:11][cH:12][c:13]([NH2:16])[cH:14][cH:15]2)[cH:19][cH:20]1. Starting materials: C(C)(C)(C)OC(N[C@@H]([C@H](CC)C)C(=O)N1CC(C(C1)(F)F)(F)F)=O ([(1S, 2S)-2-Methyl-1-(3,3,4,4-tetrafluoro-pyrrolidine-1-carbonyl)-butyl]-carbamic acid tert-butyl ester), Cl (HCl). Run in C(C)(=O)OCC (ethyl acetate). Reaction conditions: time 15 minute. Product: Cl.N[C@H](C(=O)N1CC(C(C1)(F)F)(F)F)[C@H](CC)C ((2S,3S)-2-Amino-3-methyl-1-(3,3,4,4-tetrafluoro-pyrrolidin-1-yl)-pentan-1-one Hydrochloride). As a reaction SMILES: C(OC(=O)[NH:7][C@H:8]([C:13]([N:15]1[CH2:19][C:18]([F:21])([F:20])[C:17]([F:23])([F:22])[CH2:16]1)=[O:14])[C@@H:9]([CH3:12])[CH2:10][CH3:11])(C)(C)C.[ClH:25]>C(OCC)(=O)C>[ClH:25].[NH2:7][C@@H:8]([C@@H:9]([CH3:12])[CH2:10][CH3:11])[C:13]([N:15]1[CH2:19][C:18]([F:20])([F:21])[C:17]([F:23])([F:22])[CH2:16]1)=[O:14] |f:3.4|. Procedure details: [(1S, 2S)-2-Methyl-1-(3,3,4,4-tetrafluoro-pyrrolidine-1-carbonyl)-butyl]-carbamic acid tert-butyl ester (200 mg, 0.56 mmol) was dissolved in ethyl acetate (4 mL), cooled to ° C. and treated with gaseous HCl for about 1 minute. After 15 minute at 0° C. and 30 minute at room temperature, the mixture was concentrated to dryness and the solid was triturated with hexane, collected and dried under vacuum overnight (124 mg, 76%, mp>250° C.). The reactants are [Al+3], COc1cccc2c1OCCC2=O, [Cl-], [Cl-], [Cl-], O, Cc1ccccc1C. Yields the product O=C1CCOc2c(O)cccc21. Reaction SMILES: [Al+3:15].[CH3:1][O:2][c:3]1[cH:4][cH:5][cH:6][c:7]2[c:12]1[O:11][CH2:10][CH2:9][C:8]2=[O:13].[Cl-:14].[Cl-:16].[Cl-:17].[OH2:18].[c:19]1([CH3:20])[c:21]([CH3:22])[cH:23][cH:24][cH:25][cH:26]1>>[OH:2][c:3]1[cH:4][cH:5][cH:6][c:7]2[c:12]1[O:11][CH2:10][CH2:9][C:8]2=[O:13]. Starting materials: COC=1C=C(CCN)C=CC1 (3-methoxyphenethylamine), [OH-].[Na+] (sodium hydroxide), C(C)(=O)Cl (Acetyl chloride). The solvent is O (water), ClCCl (dichloromethane). Conditions: time 1 hour. The product is COC=1C=C(C=CC1)CCNC(C)=O (N-(3-methoxyphenylethyl)acetamide). The yield is 99.7%. Reaction SMILES: [CH3:1][O:2][C:3]1[CH:4]=[C:5]([CH:9]=[CH:10][CH:11]=1)[CH2:6][CH2:7][NH2:8].[OH-].[Na+].[C:14](Cl)(=[O:16])[CH3:15]>O.ClCCl>[CH3:1][O:2][C:3]1[CH:4]=[C:5]([CH2:6][CH2:7][NH:8][C:14](=[O:16])[CH3:15])[CH:9]=[CH:10][CH:11]=1 |f:1.2|. Reported procedure: 3-methoxyphenethylamine(50 g, 0.33 mol) was dissolved in a soultion of water(130 ml), dichloromethane(210 ml) and sodium hydroxide(17.6 g). Acetyl chloride(25.9 ml, 0.36 mol) was added dropwise at a room temperature to the mixture solution, which was then stirred for 1 hour. The separated dichloromethane layer was dried over anhydrous magnesium sulfate and then concentrated under a reduced pressure to give 63.6 g of the titled compound.